From a dataset of the Open Reaction Database (ORD), a public repository of structured organic reaction records. describe an organic reaction: reactants, conditions, products, and yield The reactants are NC1=C(C(=O)O)C(=CC=C1)OC (2-amino-6-methoxybenzoic acid), C1=CN(C=N1)C(=O)N2C=CN=C2 (carbonyl-1,1′-dimidazole), C(C)(C)N(CC)C(C)C (N,N-diisopropyl-N-ethyl-amine), O-methylhydroxylaminehydrochloride. The solvent is C1CCOC1 (THF). Run at temperature 21 celsius, time 3 day. Product: NC1=C(C(=O)NOC)C(=CC=C1)OC (2-amino-N,6-dimethoxybenzamide). Yield: 16.9%. Reaction SMILES: [NH2:1][C:2]1[CH:10]=[CH:9][CH:8]=[C:7]([O:11][CH3:12])[C:3]=1[C:4]([OH:6])=O.C1N=CN([C:18](N2C=NC=C2)=[O:19])C=1.C([N:28](C(C)C)CC)(C)C>C1COCC1>[NH2:1][C:2]1[CH:10]=[CH:9][CH:8]=[C:7]([O:11][CH3:12])[C:3]=1[C:4]([NH:28][O:19][CH3:18])=[O:6]. Procedure: A mixture of 2-amino-6-methoxybenzoic acid (4.6 g, 27.52 mmol) and carbonyl-1,1′-dimidazole (5.35 g, 33.02 mmol) in THF (70 ml) was stirred at 21° C. under nitrogen for 3 days. N,N-diisopropyl-N-ethyl-amine (1.667 ml, 9.57 mmol) and O-methylhydroxylaminehydrochloride (0.545 ml, 7.18 mmol) were added. The solution was heated to 50° C. for 3 hours. After cooling and concentration under vacuum, the reaction mixture was diluted with EtOAc, washed with a saturated aqueous solution of sodium hydrogenc... The reactants are COC(NC(CC1=CC(=CC=C1)Cl)C)=O ([2-(3-chloro-phenyl)-1-methyl-ethyl]-carbamic acid methyl ester), PPA, ice water, N (ammonia). Conditions: temperature 120 celsius, time 2 hour. Yields the product ClC=1C=C2CC(NC(C2=CC1)=O)C (6-chloro-3-methyl-3,4-dihydro-2H-isoquinolin-1-one). Yield: 26.0%. Reaction SMILES: C[O:2][C:3](=O)[NH:4][CH:5]([CH3:14])[CH2:6][C:7]1[CH:12]=[CH:11][CH:10]=[C:9]([Cl:13])[CH:8]=1.N>>[Cl:13][C:9]1[CH:8]=[C:7]2[C:12](=[CH:11][CH:10]=1)[C:3](=[O:2])[NH:4][CH:5]([CH3:14])[CH2:6]2. Reported procedure: Under N2 protection, a mixture of [2-(3-chloro-phenyl)-1-methyl-ethyl]-carbamic acid methyl ester (1.2 g, 5.3 mmol) and PPA (polyphosphoric acid) (10 g) in a 100 mL round bottom flask was stirred at 120° C. for 2 hours. After cooling to room temperature, the reaction mixture was treated with ice-water and aqueous ammonia solution to adjust the pH to 8. The mixture was then extracted with ethyl acetate and the organic layer was washed with brine, dried over anhy. Na2SO4, filtered and concentrated...